Dataset: the Open Reaction Database (ORD), a public repository of structured organic reaction records. Task: describe an organic reaction: reactants, conditions, products, and yield The reactants are tetrabutylammonium salt, C(C)(C)(C)OC(=O)N1C[C@@H](CCC1)C(=O)NNC(=O)[C@@H]1N2C(N([C@H](CC1)C2)OS(=O)(=O)O)=O (trans-3-[N′-(6-sulfooxy-7-oxo-1,6-diaza-bicyclo[3.2.1]octane-2-carbonyl)-hydrazinocarbonyl]-(R)-piperidin-1-carboxylic acid tert-butyl ester), FC(C(=O)O)(F)F (trifluoroacetic acid). Run in ClCCl (dichloromethane). Yields the product N1C[C@@H](CCC1)C(=O)NNC(=O)[C@@H]1N2C(N([C@H](CC1)C2)OS(O)(=O)=O)=O (trans-sulfuric acid mono-[2-(N′-[(R)-piperidin-3-carbonyl]-hydrazinocarbonyl)-7-oxo-1,6-diaza-bicyclo[3.2.1]oct-6-yl]ester). Isolated yield 79.0%. Reaction SMILES: C(OC([N:8]1[CH2:13][CH2:12][CH2:11][C@@H:10]([C:14]([NH:16][NH:17][C:18]([C@H:20]2[CH2:26][CH2:25][C@@H:24]3[CH2:27][N:21]2[C:22](=[O:33])[N:23]3[O:28][S:29]([OH:32])(=[O:31])=[O:30])=[O:19])=[O:15])[CH2:9]1)=O)(C)(C)C.FC(F)(F)C(O)=O>ClCCl>[NH:8]1[CH2:13][CH2:12][CH2:11][C@@H:10]([C:14]([NH:16][NH:17][C:18]([C@H:20]2[CH2:26][CH2:25][C@@H:24]3[CH2:27][N:21]2[C:22](=[O:33])[N:23]3[O:28][S:29](=[O:30])(=[O:31])[OH:32])=[O:19])=[O:15])[CH2:9]1. Procedure: By using the procedure described in Step-4 of Example-1 above, and by using tetrabutylammonium salt of trans-3-[N′-(6-sulfooxy-7-oxo-1,6-diaza-bicyclo[3.2.1]octane-2-carbonyl)-hydrazinocarbonyl]-(R)-piperidin-1-carboxylic acid tert-butyl ester (24 gm, 0.032 mmol), dichloromethane (60 ml) and trifluoroacetic acid (60 ml) to provide the title compound in 10 gm quantity as a white solid, in 79% yield. Reactants: C(C)OC(C1=CC=C(C=C1)SC=1C(NC2=CC=C(C=C2C1C1=C(C=CC(=C1)Cl)OC)C(F)(F)F)=O)=O (4-[4-(5-Chloro-2-methoxy-phenyl)-2-oxo-6-trifluoromethyl-1,2-dihydro-quinolin-3-ylsulfanyl]-benzoic acid ethyl ester), Cl.N1=CC=CC=C1 (pyridine hydrochloride). Conditions: temperature 220 celsius, time 40 minute. The product is ClC=1C=CC(=C(C1)C1=C(C(NC2=CC=C(C=C12)C(F)(F)F)=O)SC1=CC=C(C(=O)O)C=C1)O (4-[4-(5-Chloro-2-hydroxy-phenyl)-2-oxo-6-trifluoromethyl-1,2-dihydro-quinolin-3-ylsulfanyl]-benzoic acid). Isolated yield 83.7%. As a reaction SMILES: C([O:3][C:4](=[O:36])[C:5]1[CH:10]=[CH:9][C:8]([S:11][C:12]2[C:13](=[O:35])[NH:14][C:15]3[C:20]([C:21]=2[C:22]2[CH:27]=[C:26]([Cl:28])[CH:25]=[CH:24][C:23]=2[O:29]C)=[CH:19][C:18]([C:31]([F:34])([F:33])[F:32])=[CH:17][CH:16]=3)=[CH:7][CH:6]=1)C.Cl.N1C=CC=CC=1>>[Cl:28][C:26]1[CH:25]=[CH:24][C:23]([OH:29])=[C:22]([C:21]2[C:20]3[C:15](=[CH:16][CH:17]=[C:18]([C:31]([F:32])([F:33])[F:34])[CH:19]=3)[NH:14][C:13](=[O:35])[C:12]=2[S:11][C:8]2[CH:9]=[CH:10][C:5]([C:4]([OH:36])=[O:3])=[CH:6][CH:7]=2)[CH:27]=1 |f:1.2|. Procedure: A 25 mL round-bottomed flask equipped with a stir bar and a 19 cm glass sleeve was charged with 0.27 g (0.51 mmol) of 4-[4-(5-Chloro-2-methoxy-phenyl)-2-oxo-6-trifluoromethyl-1,2-dihydro-quinolin-3-ylsulfanyl]-benzoic acid ethyl ester and 2.7 g (23.3 mmol) of pyridine hydrochloride. The flask was flushed with nitrogen and a pipet emitting a stream of nitrogen was placed into the glass sleeve. The flask was placed in an oil bath pre-heated to 220° C. The TLC after 40 minutes showed the reaction w... Reactants: [N+](=O)([O-])C1=C(C=CC(=C1)OCC1=CC=CC=C1)OC (2-Nitro-4-phenylmethoxy-anisole). The reagents and catalysts are O=[Pt]=O (platinium oxide). Run in CO (methanol). The product is COC1=C(N)C=C(C=C1)OCC1=CC=CC=C1 (2-methoxy-5-phenylmethoxy-aniline). Isolated yield 76.4%. As a reaction SMILES: [N+:1]([C:4]1[CH:9]=[C:8]([O:10][CH2:11][C:12]2[CH:17]=[CH:16][CH:15]=[CH:14][CH:13]=2)[CH:7]=[CH:6][C:5]=1[O:18][CH3:19])([O-])=O>CO.O=[Pt]=O>[CH3:19][O:18][C:5]1[CH:6]=[CH:7][C:8]([O:10][CH2:11][C:12]2[CH:17]=[CH:16][CH:15]=[CH:14][CH:13]=2)=[CH:9][C:4]=1[NH2:1]. Procedure: 2-Nitro-4-phenylmethoxy-anisole (73 g) and 1.3 g of platinium oxide in 600 ml of methanol were hydrogenated at room temperature. The catalyst was filtered on Celite and the methanol evaporated. The residue was dissolved in methylene chloride and washed with dilute sodium hydroxide then water. Evaporation of the solvent gave 49.35 g (Yield=76%) of 2-methoxy-5-phenylmethoxy-aniline. The reactants are ClC(=C(C)C)N(C)C (1-chloro-N,N,2-trimethylprop-1-en-1-amine), [Si](C)(C)(C(C)(C)C)O[C@H](C(=O)O)COC ((S)-2-(tert-butyldimethylsilyloxy)-3-methoxypropanoic acid), CC1=NSC(=N1)N (3-methyl-1,2,4-thiadiazol-5-amine), C(CC(O)(C(=O)O)CC(=O)O)(=O)O (citric acid), N1=CC=CC=C1 (pyridine). Run in C(Cl)Cl (DCM), C(Cl)Cl (DCM), C(Cl)Cl (DCM). Conditions: time 1 hour. Yields the product [Si](C)(C)(C(C)(C)C)O[C@H](C(=O)NC1=NC(=NS1)C)COC ((S)-2-(tert-butyldimethylsilyloxy)-3-methoxy-N-(3-methyl-1,2,4-thiadiazol-5-yl)propanamide). Yield: 11.0%. RXN SMILES: ClC(N(C)C)=C(C)C.[Si:9]([O:16][C@@H:17]([CH2:21][O:22][CH3:23])[C:18]([OH:20])=O)([C:12]([CH3:15])([CH3:14])[CH3:13])([CH3:11])[CH3:10].N1C=CC=CC=1.[CH3:30][C:31]1[N:35]=[C:34]([NH2:36])[S:33][N:32]=1.C(O)(=O)CC(CC(O)=O)(C(O)=O)O>C(Cl)Cl>[Si:9]([O:16][C@@H:17]([CH2:21][O:22][CH3:23])[C:18]([NH:36][C:34]1[S:33][N:32]=[C:31]([CH3:30])[N:35]=1)=[O:20])([C:12]([CH3:13])([CH3:14])[CH3:15])([CH3:10])[CH3:11]. Procedure details: A solution of 1-chloro-N,N,2-trimethylprop-1-en-1-amine (1.521 mL, 11.50 mmol) in DCM (2 mL) was added dropwise to a stirred solution of (S)-2-(tert-butyldimethylsilyloxy)-3-methoxypropanoic acid (Intermediate C4c) (2.45 g, 10.45 mmol) in DCM (10 mL) over a period of 1 minute under nitrogen. The resulting pale yellow solution was stirred at ambient temperature for 30 minutes Anhydrous pyridine (1.262 mL, 15.68 mmol) was added in one portion (solution turns deeper yellow) followed by 3-methyl-1,2... The reactants are FC=1C=C(C#N)C=CC1 (3-fluorobenzonitrile), [Al+3].[Cl-].[Cl-].[Cl-] (AlCl3), O (Water), COC1=CC=C(C=C1)N (para-anisidine), B(Cl)(Cl)Cl (BCl3), ClCCl (dichloromethane), O (water). Run in ClC1=CC=CC=C1 (chlorobenzene), ClC1=CC=CC=C1 (chlorobenzene). Reaction conditions: time 1 hour. Yields the product NC1=C(C=C(C=C1)OC)C(=O)C1=CC(=CC=C1)F ((2-Amino-5-methoxyphenyl)(3-fluorophenyl)methanone). The yield is 23.0%. Reaction SMILES: [CH3:1][O:2][C:3]1[CH:8]=[CH:7][C:6]([NH2:9])=[CH:5][CH:4]=1.B(Cl)(Cl)Cl.ClCCl.[F:17][C:18]1[CH:19]=[C:20]([CH:23]=[CH:24][CH:25]=1)[C:21]#N.[Al+3].[Cl-].[Cl-].[Cl-].[OH2:30]>ClC1C=CC=CC=1>[NH2:9][C:6]1[CH:7]=[CH:8][C:3]([O:2][CH3:1])=[CH:4][C:5]=1[C:21]([C:20]1[CH:23]=[CH:24][CH:25]=[C:18]([F:17])[CH:19]=1)=[O:30] |f:4.5.6.7|. Procedure details: To a 0° C. solution of para-anisidine (8.13 g, 66.0 mmol) in 25 mL of chlorobenzene was added dropwise a solution of BCl3 in dichloromethane (74.3 mL of 1 M, 74.3 mmol). The mixture was stirred at room temperature for one hour, then transferred slowly via syringe to solution of 3-fluorobenzonitrile (4.00 g, 33.0 mmol) and AlCl3 (5.06 g, 37.9 mmol) in 50 mL of chlorobenzene at 60° C. After the addition was complete, the reaction was stirred at 70° C. for 3 hours, then cooled to room temperature a... Reactants: C(=O)(OC(C)(C)C)N[C@@H](CC1=CC=C(C=C1)OCC1=CC=CC=C1)[C@@H]1CCC(O1)=O (5(S)-[1(S)-(Boc-amino)-2-(p-benzyloxyphenyl)ethyl]dihydrofuran-2-(3H)-one). The reagents and catalysts are [Pd] (Pd/C). Solvent: CO (methanol). Product: C(=O)(OC(C)(C)C)N[C@@H](CC1=CC=C(C=C1)O)[C@@H]1CCC(O1)=O (5(S)-[1(S)-(Boc-Amino)-2-(p-hydroxyphenyl)ethyl]-dihydrofuran-2-(3H)-one). RXN SMILES: [C:1]([NH:8][C@H:9]([C@H:25]1[O:29][C:28](=[O:30])[CH2:27][CH2:26]1)[CH2:10][C:11]1[CH:16]=[CH:15][C:14]([O:17]CC2C=CC=CC=2)=[CH:13][CH:12]=1)([O:3][C:4]([CH3:7])([CH3:6])[CH3:5])=[O:2]>CO.[Pd]>[C:1]([NH:8][C@H:9]([C@H:25]1[O:29][C:28](=[O:30])[CH2:27][CH2:26]1)[CH2:10][C:11]1[CH:16]=[CH:15][C:14]([OH:17])=[CH:13][CH:12]=1)([O:3][C:4]([CH3:6])([CH3:7])[CH3:5])=[O:2]. Reported procedure: Hydrogenating 3.0 g (7.29 mmol) of 5(S)-[1(S)-(Boc-amino)-2-(p-benzyloxyphenyl)ethyl]dihydrofuran-2-(3H)-one [preparation, see Example 1g)] in 100 ml of methanol with 0.6 g of 10% Pd/C results in the title compound, after filtering off the catalyst and evaporating the filtrate: tRet (II)=10.6 min. Reactants: CCOc1ccccc1CN1CCN(CCCCl)CC1, O=C1CCCc2c(O)cccc21. Product: CCOc1ccccc1CN1CCN(CCCOc2cccc3c2CCCC3=O)CC1. RXN SMILES: [Cl:13][CH2:14][CH2:15][CH2:16][N:17]1[CH2:18][CH2:19][N:20]([CH2:23][c:24]2[c:25]([O:30][CH2:31][CH3:32])[cH:26][cH:27][cH:28][cH:29]2)[CH2:21][CH2:22]1.[OH:1][c:2]1[c:3]2[c:8]([cH:9][cH:10][cH:11]1)[C:7](=[O:12])[CH2:6][CH2:5][CH2:4]2>>[O:1]([c:2]1[c:3]2[c:8]([cH:9][cH:10][cH:11]1)[C:7](=[O:12])[CH2:6][CH2:5][CH2:4]2)[CH2:14][CH2:15][CH2:16][N:17]1[CH2:18][CH2:19][N:20]([CH2:23][c:24]2[c:25]([O:30][CH2:31][CH3:32])[cH:26][cH:27][cH:28][cH:29]2)[CH2:21][CH2:22]1. Reactants: FC(C1=CC(=NC=2N1N=CC2C(=O)O)C2=CC=C(C=C2)C(F)(F)F)(F)F (7-trifluoromethyl-5-(4-trifluoromethyl-phenyl)-pyrazolo[1,5-a]pyrimidine-3-carboxylic acid), NC=1C=C(C=CC1)S(=O)(=O)NC1=CC=CC=C1 (3-amino-N-phenyl-benzenesulfonamide). The product is C1(=CC=CC=C1)NS(=O)(=O)C=1C=C(C=CC1)NC(=O)C=1C=NN2C1N=C(C=C2C(F)(F)F)C2=CC=C(C=C2)C(F)(F)F (7-Trifluoromethyl-5-(4-trifluoromethyl-phenyl)-pyrazolo[1,5-a]pyrimidine-3-carboxylic acid(3-phenylsulfamoyl-phenyl)-amide). Reaction SMILES: [F:1][C:2]([F:26])([F:25])[C:3]1[N:8]2[N:9]=[CH:10][C:11]([C:12](O)=[O:13])=[C:7]2[N:6]=[C:5]([C:15]2[CH:20]=[CH:19][C:18]([C:21]([F:24])([F:23])[F:22])=[CH:17][CH:16]=2)[CH:4]=1.[NH2:27][C:28]1[CH:29]=[C:30]([S:34]([NH:37][C:38]2[CH:43]=[CH:42][CH:41]=[CH:40][CH:39]=2)(=[O:36])=[O:35])[CH:31]=[CH:32][CH:33]=1>>[C:38]1([NH:37][S:34]([C:30]2[CH:29]=[C:28]([NH:27][C:12]([C:11]3[CH:10]=[N:9][N:8]4[C:3]([C:2]([F:25])([F:1])[F:26])=[CH:4][C:5]([C:15]5[CH:16]=[CH:17][C:18]([C:21]([F:22])([F:23])[F:24])=[CH:19][CH:20]=5)=[N:6][C:7]=34)=[O:13])[CH:33]=[CH:32][CH:31]=2)(=[O:35])=[O:36])[CH:39]=[CH:40][CH:41]=[CH:42][CH:43]=1. Procedure: The title compound was prepared from 7-trifluoromethyl-5-(4-trifluoromethyl-phenyl)-pyrazolo[1,5-a]pyrimidine-3-carboxylic acid (example C.2) and 3-amino-N-phenyl-benzenesulfonamide [commercially available] according to general procedure II. Yellow solid. MS (ISP) 604.0 [(M−H)−]; mp 258° C.